Dataset: the Open Reaction Database (ORD), a public repository of structured organic reaction records. Task: describe an organic reaction: reactants, conditions, products, and yield The reactants are C(C)(C)(C)OC(NC1=C(C=C(C=C1)C1=C(C(=C(C=C1)C#N)F)F)F)=O (tert-butyl(4′-cyano-3,2′,3′-trifluorobiphenyl-4-yl)carbamate), O.NN (hydrazine hydrate). Run in C(C)O (ethanol). Yields the product C(C)(C)(C)OC(NC1=C(C=C(C=C1)C1=CC=C2C(=NNC2=C1F)N)F)=O (tert-Butyl[4-(3-amino-7-fluoro-1H-indazol-6-yl)-2-fluorophenyl]carbamate). RXN SMILES: [C:1]([O:5][C:6](=[O:25])[NH:7][C:8]1[CH:13]=[CH:12][C:11]([C:14]2[CH:19]=[CH:18][C:17]([C:20]#[N:21])=[C:16](F)[C:15]=2[F:23])=[CH:10][C:9]=1[F:24])([CH3:4])([CH3:3])[CH3:2].O.[NH2:27][NH2:28]>C(O)C>[C:1]([O:5][C:6](=[O:25])[NH:7][C:8]1[CH:13]=[CH:12][C:11]([C:14]2[C:15]([F:23])=[C:16]3[C:17]([C:20]([NH2:21])=[N:27][NH:28]3)=[CH:18][CH:19]=2)=[CH:10][C:9]=1[F:24])([CH3:3])([CH3:4])[CH3:2] |f:1.2|. Procedure: A solution of 1.49 g of tert-butyl(4′-cyano-3,2′,3′-trifluorobiphenyl-4-yl)carbamate in 40 mL of ethanol is admixed with 2.14 g of hydrazine hydrate and then the mixture is heated at reflux for 18 h. The reaction medium is concentrated to dryness under reduced pressure, the residue is taken up in distilled water and the solid thus obtained is isolated by filtration and then dried. This gives 1.5 g of tert-butyl[4-(3-amino-7-fluoro-1H-indazol-6-yl)-2-fluorophenyl]carbamate in the form of a white ... Reactants: [OH-].[NH4+] (ammonium hydroxide), OC1=C(C(NC(N1)=S)=O)C(=O)NC1=CC=CC=C1 (1,2,3,4-tetrahydro-6-hydroxy-4-oxo-N-phenyl-2-thioxo-5-pyrimidinecarboxamide), Cl (hydrochloric acid), N1=CN=CC=C1 (pyrimidine). The reagents and catalysts are [Ni] (Raney Nickel). Run in O (water), O (water). Conditions: time 4 hour. Product: OC1NC=NC(C1C(=O)NC1=CC=CC=C1)=O (3,4Dihydro-4-hydroxy-6-oxo-N-phenyl-5-pyrimidinecarboxamide). Reaction SMILES: [OH-].[NH4+].[OH:3][C:4]1[NH:9][C:8](=S)[NH:7][C:6](=[O:11])[C:5]=1[C:12]([NH:14][C:15]1[CH:20]=[CH:19][CH:18]=[CH:17][CH:16]=1)=[O:13].N1C=CC=NC=1.Cl>[Ni].O>[OH:3][CH:4]1[CH:5]([C:12]([NH:14][C:15]2[CH:16]=[CH:17][CH:18]=[CH:19][CH:20]=2)=[O:13])[C:6](=[O:11])[N:7]=[CH:8][NH:9]1 |f:0.1|. Procedure details: To concentrated aqueous ammonium hydroxide (400 ml) and water (400 ml) was added 1,2,3,4-tetrahydro-6-hydroxy-4-oxo-N-phenyl-2-thioxo-5-pyrimidinecarboxamide (13.2 g) (prepared as described in Example 1 of the aforesaid copending application Ser. No. 699,776). The pyrimidine dissolved. To this solution was added a slurry of Raney Nickel in water (50 g). The suspension was gently refluxed with stirring for four hours. It was cooled and the solids, which consisted of product and inorganics, were t... Reactants: CCCN, ClCCl, Cc1cc(NCC2(C(F)(F)F)CO2)c2cnn(-c3ccc(F)cc3)c2c1. The product is CCCNCC(O)(CNc1cc(C)cc2c1cnn2-c1ccc(F)cc1)C(F)(F)F. As a reaction SMILES: [CH2:27]([CH2:28][CH3:29])[NH2:30].[Cl:31][CH2:32][Cl:33].[F:1][c:2]1[cH:3][cH:4][c:5](-[n:8]2[n:9][cH:10][c:11]3[c:12]([NH:18][CH2:19][C:20]4([C:23]([F:24])([F:25])[F:26])[O:21][CH2:22]4)[cH:13][c:14]([CH3:17])[cH:15][c:16]23)[cH:6][cH:7]1>>[F:1][c:2]1[cH:3][cH:4][c:5](-[n:8]2[n:9][cH:10][c:11]3[c:12]([NH:18][CH2:19][C:20]([OH:21])([CH2:22][NH:30][CH2:27][CH2:28][CH3:29])[C:23]([F:24])([F:25])[F:26])[cH:13][c:14]([CH3:17])[cH:15][c:16]23)[cH:6][cH:7]1. Reactants: N1(CCOCC1)C(=O)N1CC(CC(C1)C1=CC=C(C=C1)OC(F)(F)F)C(=O)O (1-(Morpholin-4-ylcarbonyl)-5-[4-(trifluoromethoxy)phenyl]piperidine-3-carboxylic acid), NC(C(=O)OCC)=NO (ethyl 2-amino(hydroxyimino)ethanoate). The product is N1(CCOCC1)C(=O)N1CC(CC(C1)C1=CC=C(C=C1)OC(F)(F)F)C1=NC(=NO1)C(=O)OCC (Ethyl 5-{1-(morpholin-4-ylcarbonyl)-5-[4-(trifluoromethoxy)phenyl]piperidin-3-yl}-1,2,4-oxadiazole-3-carboxylate). Reaction SMILES: [N:1]1([C:7]([N:9]2[CH2:14][CH:13]([C:15]3[CH:20]=[CH:19][C:18]([O:21][C:22]([F:25])([F:24])[F:23])=[CH:17][CH:16]=3)[CH2:12][CH:11]([C:26]([OH:28])=O)[CH2:10]2)=[O:8])[CH2:6][CH2:5][O:4][CH2:3][CH2:2]1.[NH2:29][C:30](=[N:36]O)[C:31]([O:33][CH2:34][CH3:35])=[O:32]>>[N:1]1([C:7]([N:9]2[CH2:14][CH:13]([C:15]3[CH:16]=[CH:17][C:18]([O:21][C:22]([F:23])([F:25])[F:24])=[CH:19][CH:20]=3)[CH2:12][CH:11]([C:26]3[O:28][N:36]=[C:30]([C:31]([O:33][CH2:34][CH3:35])=[O:32])[N:29]=3)[CH2:10]2)=[O:8])[CH2:2][CH2:3][O:4][CH2:5][CH2:6]1. Procedure details: 80 mg (0.20 mmol) of 1-(morpholin-4-ylcarbonyl)-5-[4-(trifluoromethoxy)phenyl]piperidine-3-carboxylic acid (Example 44A) and 29 mg (0.22 mmol, 1.1 eq.) of ethyl 2-amino(hydroxyimino)ethanoate were reacted according to the General Method 1. Yield: 24 mg (22% of theory) The reactants are C1CN2CCN1CC2 (triethylenediamine), C(CCCCCCCCC)C=1C=NC(=NC1)C1=CC=C(C=C1)O (5-n-decyl-2-(p-hydroxyphenyl)pyrimidine), [H-].[Na+] (sodium hydride), FC(C(=O)O)CCCCCC (2-fluorooctanoic acid), S(=O)(Cl)Cl (thionyl chloride), Cl (hydrochloric acid). Run in C1=CC=CC=C1 (benzene). Run at temperature 90 celsius, time 2 hour. Product: C(CCCCCCCCC)C=1C=NC(=NC1)C1=CC=C(C=C1)OC(C(CCCCCC)F)=O (5-n-decyl-2-[4-(2-fluorooctanoyloxy)phenyl]pyrimidine). Yield: 64.0%. RXN SMILES: [F:1][CH:2]([CH2:6][CH2:7][CH2:8][CH2:9][CH2:10][CH3:11])[C:3]([OH:5])=[O:4].S(Cl)(Cl)=O.C1N2CCN(CC2)C1.[CH2:24]([C:34]1[CH:35]=[N:36][C:37]([C:40]2[CH:45]=[CH:44][C:43](O)=[CH:42][CH:41]=2)=[N:38][CH:39]=1)[CH2:25][CH2:26][CH2:27][CH2:28][CH2:29][CH2:30][CH2:31][CH2:32][CH3:33].[H-].[Na+].Cl>C1C=CC=CC=1>[CH2:24]([C:34]1[CH:39]=[N:38][C:37]([C:40]2[CH:45]=[CH:44][C:43]([O:4][C:3](=[O:5])[CH:2]([F:1])[CH2:6][CH2:7][CH2:8][CH2:9][CH2:10][CH3:11])=[CH:42][CH:41]=2)=[N:36][CH:35]=1)[CH2:25][CH2:26][CH2:27][CH2:28][CH2:29][CH2:30][CH2:31][CH2:32][CH3:33] |f:4.5|. Procedure details: More specifically, 0.24 mg (1.5 mmol) of 2-fluorooctanoic acid was added to 2 ml of thionyl chloride and the mixture was refluxed at 90° C. for 2 hours. Then, the excess of thionyl chloride was distilled off, and a preliminarily prepared solution of 0.34 g (3.0 mmol) of triethylenediamine and 0.47 g (1.5 mmol) of 5-n-decyl-2-(p-hydroxyphenyl)pyrimidine in 5 ml of dry benzene was quickly added thereto, followed by 2 hours of stirring at 50° C. Thereafter, 0.06 g (1.5 mmol) of sodium hydride (60%)... The reactants are CS(=O)(=O)NC=1OC2=C(N1)C(=CC(=C2N2C(N(C(=CC2=O)C(F)(F)F)C)=O)F)Cl (3-(2-methylsulfonylamino-4-chloro-6-fluorobenzoxazol-7-yl)-1-methyl-6-trifluoromethyl-2,4-(1H,3H)pyrimidinedione), C([O-])([O-])=O.[K+].[K+] (potassium carbonate), CI (methyl iodide). Run in CC(=O)C (acetone). Yields the product CN(S(=O)(=O)C)C=1OC2=C(N1)C(=CC(=C2N2C(N(C(=CC2=O)C(F)(F)F)C)=O)F)Cl (3-[2-(N-methyl-N-methylsulfonylamino)-4-chloro-6-fluorobenzoxazol-7-yl]-1-methyl-6-trifluoromethyl-2,4-(1H,3H)pyrimidinedione). As a reaction SMILES: [CH3:1][S:2]([NH:5][C:6]1[O:7][C:8]2[C:14]([N:15]3[C:20](=[O:21])[CH:19]=[C:18]([C:22]([F:25])([F:24])[F:23])[N:17]([CH3:26])[C:16]3=[O:27])=[C:13]([F:28])[CH:12]=[C:11]([Cl:29])[C:9]=2[N:10]=1)(=[O:4])=[O:3].[C:30](=O)([O-])[O-].[K+].[K+].CI>CC(C)=O>[CH3:30][N:5]([C:6]1[O:7][C:8]2[C:14]([N:15]3[C:20](=[O:21])[CH:19]=[C:18]([C:22]([F:24])([F:23])[F:25])[N:17]([CH3:26])[C:16]3=[O:27])=[C:13]([F:28])[CH:12]=[C:11]([Cl:29])[C:9]=2[N:10]=1)[S:2]([CH3:1])(=[O:4])=[O:3] |f:1.2.3|. Procedure: This compound is prepared in the manner of Step F, Example 1, with 4.3 grams (10 mmole) of 3-(2-methylsulfonylamino-4-chloro-6-fluorobenzoxazol-7-yl)-1-methyl-6-trifluoromethyl-2,4-(1H,3H)pyrimidinedione, 1.5 grams (11 mmole) of potassium carbonate, 1.7 grams (12 mmole) of methyl iodide, and 25 mL of acetone as reagents. The reactants are CCO, Cl, O=Cc1ccc(C(F)(F)F)cc1, NO, [Na+], [OH-], O. Yields the product ON=Cc1ccc(C(F)(F)F)cc1. Reaction SMILES: [CH3:19][CH2:20][OH:21].[ClH:13].[F:1][C:2]([c:3]1[cH:4][cH:5][c:6]([CH:7]=[O:8])[cH:9][cH:10]1)([F:11])[F:12].[NH2:14][OH:15].[Na+:18].[OH-:17].[OH2:16]>>[F:1][C:2]([c:3]1[cH:4][cH:5][c:6]([CH:7]=[N:14][OH:15])[cH:9][cH:10]1)([F:11])[F:12].